Dataset: the Open Reaction Database (ORD), a public repository of structured organic reaction records. Task: describe an organic reaction: reactants, conditions, products, and yield Reaction SMILES: O=P(Cl)(Cl)[Cl:3].[C:6]1([N:12]2[C:16](=O)[CH2:15][C:14]([C:18]3[CH:23]=[C:22]([F:24])[C:21]([F:25])=[CH:20][C:19]=3[F:26])=[N:13]2)[CH:11]=[CH:10][CH:9]=[CH:8][CH:7]=1.[C:27](=[O:30])([O-])[O-].[K+].[K+]>CN(C=O)C>[Cl:3][C:16]1[N:12]([C:6]2[CH:11]=[CH:10][CH:9]=[CH:8][CH:7]=2)[N:13]=[C:14]([C:18]2[CH:23]=[C:22]([F:24])[C:21]([F:25])=[CH:20][C:19]=2[F:26])[C:15]=1[CH:27]=[O:30] |f:2.3.4|. Reactants: O=P(Cl)(Cl)Cl (POCl3), C1(=CC=CC=C1)N1N=C(CC1=O)C1=C(C=C(C(=C1)F)F)F (2-phenyl-5-(2,4,5-trifluorophenyl)-2,4-dihydro-3H-pyrazol-3-one), C([O-])([O-])=O.[K+].[K+] (potassium carbonate). Procedure: DMF (0.257 mL, 3.32 mmol) was added to a stirred mixture of POCl3 (0.722 mL, 7.74 mmol) at 0° C. and the reaction mixture was stirred at room temperature for 5 minutes. Then 2-phenyl-5-(2,4,5-trifluorophenyl)-2,4-dihydro-3H-pyrazol-3-one (321 mg, 1.106 mmol) in DMF (1 mL) was added slowly to the reaction mixture at 0° C. and the reaction mixture was heated at 70° C. for 16 hours. It was then poured into a cooled saturated solution of potassium carbonate and the mixture was extracted with ethyl a... Reaction conditions: time 5 minute. Solvent: CN(C)C=O (DMF), CN(C)C=O (DMF). Product: ClC1=C(C(=NN1C1=CC=CC=C1)C1=C(C=C(C(=C1)F)F)F)C=O (5-chloro-1-phenyl-3-(2,4,5-trifluorophenyl)-1H-pyrazole-4-carbaldehyde).